Dataset: the Open Reaction Database (ORD), a public repository of structured organic reaction records. Task: describe an organic reaction: reactants, conditions, products, and yield Yields the product C=C1CC(NC(=O)OC(C)(C)C)C(C(=O)Nc2ccc(Cl)cc2)C1. Reaction SMILES: [C:1]([CH3:2])([CH3:3])([CH3:4])[O:5][C:6](=[O:7])[NH:8][CH:9]1[CH:10]([C:15](=[O:16])[OH:17])[CH2:11][C:12](=[CH2:14])[CH2:13]1.[CH2:48]1[O:49][CH2:50][CH2:51][CH2:52]1.[CH3:29][N:30]([CH3:31])[CH2:32][CH2:33][CH2:34][N:35]=[C:36]=[N:37][CH2:38][CH3:39].[ClH:28].[NH2:40][c:41]1[cH:42][cH:43][c:44]([Cl:45])[cH:46][cH:47]1.[OH:18][c:19]1[c:20]2[n:21][n:22][nH:23][c:24]2[cH:25][cH:26][cH:27]1>>[C:1]([CH3:2])([CH3:3])([CH3:4])[O:5][C:6](=[O:7])[NH:8][CH:9]1[CH:10]([C:15](=[O:17])[NH:40][c:41]2[cH:42][cH:43][c:44]([Cl:45])[cH:46][cH:47]2)[CH2:11][C:12](=[CH2:14])[CH2:13]1. Reactants: C=C1CC(NC(=O)OC(C)(C)C)C(C(=O)O)C1, C1CCOC1, CCN=C=NCCCN(C)C, Cl, Nc1ccc(Cl)cc1, Oc1cccc2[nH]nnc12. Reactants: c1ccc(COC2CCC3(CC2)OCCO3)cc1, CC(C)OC(C)C, [Cl-], Cl, [Na+], O. The product is O=C1CCC(OCc2ccccc2)CC1. As a reaction SMILES: [CH2:1]([c:2]1[cH:3][cH:4][cH:5][cH:6][cH:7]1)[O:8][CH:9]1[CH2:10][CH2:11][C:12]2([O:13][CH2:16][CH2:15][O:14]2)[CH2:17][CH2:18]1.[CH:23]([O:24][CH:25]([CH3:26])[CH3:27])([CH3:28])[CH3:29].[Cl-:22].[ClH:19].[Na+:21].[OH2:20]>>[CH2:1]([c:2]1[cH:3][cH:4][cH:5][cH:6][cH:7]1)[O:8][CH:9]1[CH2:10][CH2:11][C:12](=[O:13])[CH2:17][CH2:18]1. The reactants are [Si](C)(C)(C(C)(C)C)OC[C@]1(CC=2N(CCS1)C(=NN2)C2(CC2)C2=C(C=C(C=C2)C=2C=NN(C2)C)F)C ((8R)-8-({[Tert-butyl(dimethyl)silyl]oxy}methyl)-3-{1-[2-fluoro-4-(1-methyl-1H-pyrazol-4-yl)phenyl]cyclopropyl}-8-methyl-5,6,8,9-tetrahydro[1,2,4]triazolo[4,3-d][1,4]thiazepine), Cl (hydrochloric acid). Run in CO (methanol). Yields the product FC1=C(C=CC(=C1)C=1C=NN(C1)C)C1(CC1)C1=NN=C2N1CCS[C@@](C2)(C)CO ({(8R)-3-{1-[2-Fluoro-4-(1-methyl-1H-pyrazol-4-yl)phenyl]cyclopropyl}-8-methyl-5,6,8,9-tetrahydro[1,2,4]triazolo[4,3-d][1,4]thiazepin-8-yl}methanol). Isolated yield 89.9%. RXN SMILES: [Si]([O:8][CH2:9][C@:10]1([CH3:36])[S:16][CH2:15][CH2:14][N:13]2[C:17]([C:20]3([C:23]4[CH:28]=[CH:27][C:26]([C:29]5[CH:30]=[N:31][N:32]([CH3:34])[CH:33]=5)=[CH:25][C:24]=4[F:35])[CH2:22][CH2:21]3)=[N:18][N:19]=[C:12]2[CH2:11]1)(C(C)(C)C)(C)C.Cl>CO>[F:35][C:24]1[CH:25]=[C:26]([C:29]2[CH:30]=[N:31][N:32]([CH3:34])[CH:33]=2)[CH:27]=[CH:28][C:23]=1[C:20]1([C:17]2[N:13]3[CH2:14][CH2:15][S:16][C@:10]([CH2:9][OH:8])([CH3:36])[CH2:11][C:12]3=[N:19][N:18]=2)[CH2:21][CH2:22]1. Reported procedure: A solution of the compound (3.87 g, 7.32 mmol) obtained in Example 81-2) and 4 M hydrochloric acid (1,4-dioxane solution, 15 mL) in methanol (30 mL) was stirred overnight at room temperature. The reaction mixture was concentrated under reduced pressure, a 5 M aqueous sodium hydroxide solution (20 mL) was added to the residue, the mixture was extracted with ethyl acetate, and the organic layer was washed with saturated sodium chloride solution and dried with anhydrous sodium sulfate. After concen...